From a dataset of the Open Reaction Database (ORD), a public repository of structured organic reaction records. describe an organic reaction: reactants, conditions, products, and yield Reactants: ClC1=C(C=CC(=C1)NC1=C(C=C(C=C1)F)F)C(=O)C1=C(C=CC(=C1)C=1N=NN(C1)CCOC1OCCCC1)C ([2-Chloro-4-(2,4-difluoro-phenylamino)-phenyl]-(2-methyl-5-{1-[2-(tetrahydro-pyran-2-yloxy)-ethyl]-1H-[1,2,3]triazol-4-yl}-phenyl)-methanone), ClC1=C(C=CC(=C1)NC1=C(C=C(C=C1)F)F)C(=O)C1=C(C=CC(=C1)C=1N=NN(C1)CCOC1OCCCC1)OC ([2-Chloro-4-(2,4-difluoro-phenylamino)-phenyl]-(2-methoxy-5-{1-[2-(tetrahydro-pyran-2-yloxy)-ethyl]-1H-[1,2,3]triazol-4-yl}-phenyl)-methanone). Yields the product ClC1=C(C=CC(=C1)NC1=C(C=C(C=C1)F)F)C(=O)C1=C(C=CC(=C1)C=1N=NN(C1)CCO)OC ([2-Chloro-4-(2,4-difluoro-phenylamino)-phenyl]-{5-[1-(2-hydroxy-ethyl)-1H-[1,2,3]triazol-4-yl]-2-methoxy-phenyl}-methanone). RXN SMILES: ClC1C=C(NC2C=CC(F)=CC=2F)C=CC=1C(C1C=C(C2N=NN(CCOC3CCCCO3)C=2)C=CC=1C)=O.[Cl:40][C:41]1[CH:46]=[C:45]([NH:47][C:48]2[CH:53]=[CH:52][C:51]([F:54])=[CH:50][C:49]=2[F:55])[CH:44]=[CH:43][C:42]=1[C:56]([C:58]1[CH:63]=[C:62]([C:64]2[N:65]=[N:66][N:67]([CH2:69][CH2:70][O:71]C3CCCCO3)[CH:68]=2)[CH:61]=[CH:60][C:59]=1[O:78][CH3:79])=[O:57]>>[Cl:40][C:41]1[CH:46]=[C:45]([NH:47][C:48]2[CH:53]=[CH:52][C:51]([F:54])=[CH:50][C:49]=2[F:55])[CH:44]=[CH:43][C:42]=1[C:56]([C:58]1[CH:63]=[C:62]([C:64]2[N:65]=[N:66][N:67]([CH2:69][CH2:70][OH:71])[CH:68]=2)[CH:61]=[CH:60][C:59]=1[O:78][CH3:79])=[O:57]. Procedure: The reaction was carried out similarly as described in the preparation of compound 101, using compound 119 (0.11 mmol). The crude product was purified by continuous gradient flash chromatography using EtOAc/petroleum ether (40-60) 20:80 to 100:0 as the eluent to afford the title compound as yellow foam. Starting materials: C1CCOC1, Oc1ccc2nccc(Sc3ccc(Nc4nnc(-c5ccc(Cl)cc5)c5ccccc45)cc3)c2c1, CS(=O)(=O)CCCl, [H-], [I-], [Na+], [Na+]. Product: CS(=O)(=O)CCOc1ccc2nccc(Sc3ccc(Nc4nnc(-c5ccc(Cl)cc5)c5ccccc45)cc3)c2c1. Reaction SMILES: [CH2:48]1[O:49][CH2:50][CH2:51][CH2:52]1.[Cl:1][c:2]1[cH:3][cH:4][c:5](-[c:8]2[n:9][n:10][c:11]([NH:18][c:19]3[cH:20][cH:21][c:22]([S:25][c:26]4[cH:27][cH:28][n:29][c:30]5[cH:31][cH:32][c:33]([OH:36])[cH:34][c:35]45)[cH:23][cH:24]3)[c:12]3[cH:13][cH:14][cH:15][cH:16][c:17]23)[cH:6][cH:7]1.[Cl:39][CH2:40][CH2:41][S:42](=[O:43])(=[O:44])[CH3:45].[H-:38].[I-:46].[Na+:37].[Na+:47]>>[Cl:1][c:2]1[cH:3][cH:4][c:5](-[c:8]2[n:9][n:10][c:11]([NH:18][c:19]3[cH:20][cH:21][c:22]([S:25][c:26]4[cH:27][cH:28][n:29][c:30]5[cH:31][cH:32][c:33]([O:36][CH2:40][CH2:41][S:42](=[O:43])(=[O:44])[CH3:45])[cH:34][c:35]45)[cH:23][cH:24]3)[c:12]3[cH:13][cH:14][cH:15][cH:16][c:17]23)[cH:6][cH:7]1. Starting materials: 34, CN(CCO)C (N,N-dimethylethanolamine), O (water), CN(CCO)C (N,N-dimethylethanolamine), O (water), 15, NC1(CC(CC(C1)(C)C)(C)N)C (1-amino-3-amino-methyl-3,5,5-trimethylcyclohexane), NCCNCCN (diethylenetriamine), O (water). Yields the product NC(=O)N.NC(=O)OCC (urea urethane). Reaction SMILES: C[N:2]([CH3:6])[CH2:3][CH2:4][OH:5].[NH2:7]C1(C)CC(C)(C)C[C:10]([NH2:17])(C)C1.NCCNCCN.[OH2:26]>>[NH2:7][C:6]([NH2:2])=[O:26].[NH2:17][C:10]([O:5][CH2:4][CH3:3])=[O:26] |f:4.5|. Procedure details: One-thousand-four-hundred-thirteen parts of the prepolymer is charged to a reaction vessel and agitated. A mixture of 34 parts N,N-dimethylethanolamine and 1,390 parts water is then gradually added to the agitating prepolymer over a ten minute period, and the temperature is maintained between 29° to 32° C. Within one to two minutes after the completion of the addition of the N,N-dimethylethanolamine and water, a mixture of 15 parts 1-amino-3-amino-methyl-3,5,5-trimethylcyclohexane and 6 parts di... The reactants are CCN=C=NCCCN(C)C.Cl (EDCl), compound, C=1C=CC2=C(C1)N=NN2O (HOBt), C1(CC1)S(=O)(=O)C1=CC=C(C=C1)C(C(=O)O)OC1CCOCC1 (2-(4-cyclopropanesulfonyl-phenyl)-2-[(tetrahydro-pyran-4-yloxy)]-acetic acid), NC=1SC(=CN1)N1N=CC(=C1)C(=O)OCC (ethyl 1-(2-aminothiazol-5-yl)pyrazole-4-carboxylate), CN1CCOCC1 (N-methyl morpholine). Solvent: C(Cl)Cl (DCM). Yields the product C1(CC1)S(=O)(=O)C1=CC=C(C=C1)C(C(=O)NC=1SC(=CN1)N1N=CC(=C1)C(=O)OCC)OC1CCOCC1 (Ethyl 1-[2-[[2-(4-cyclopropylsulfonylphenyl)-2-tetrahydropyran-4-yloxy-acetyl]amino]thiazol-5-yl]pyrazole-4-carboxylate). The yield is 49.7%. RXN SMILES: [CH:1]1([S:4]([C:7]2[CH:12]=[CH:11][C:10]([CH:13]([O:17][CH:18]3[CH2:23][CH2:22][O:21][CH2:20][CH2:19]3)[C:14](O)=[O:15])=[CH:9][CH:8]=2)(=[O:6])=[O:5])[CH2:3][CH2:2]1.[NH2:24][C:25]1[S:26][C:27]([N:30]2[CH:34]=[C:33]([C:35]([O:37][CH2:38][CH3:39])=[O:36])[CH:32]=[N:31]2)=[CH:28][N:29]=1.C1C=CC2N(O)N=NC=2C=1.CCN=C=NCCCN(C)C.Cl.CN1CCOCC1>C(Cl)Cl>[CH:1]1([S:4]([C:7]2[CH:12]=[CH:11][C:10]([CH:13]([O:17][CH:18]3[CH2:19][CH2:20][O:21][CH2:22][CH2:23]3)[C:14]([NH:24][C:25]3[S:26][C:27]([N:30]4[CH:34]=[C:33]([C:35]([O:37][CH2:38][CH3:39])=[O:36])[CH:32]=[N:31]4)=[CH:28][N:29]=3)=[O:15])=[CH:9][CH:8]=2)(=[O:6])=[O:5])[CH2:3][CH2:2]1 |f:3.4|. Procedure details: The compound of example A5 was obtained by similar method described in example A1 using 2-(4-cyclopropanesulfonyl-phenyl)-2-[(tetrahydro-pyran-4-yloxy)]-acetic acid (Preparation 4; 1.1 g, 3.23 mmol), ethyl 1-(2-aminothiazol-5-yl)pyrazole-4-carboxylate (Preparation 41; 0.924 g, 3.88 mmol), HOBt (0.524 g, 3.88 mmol), and EDCl (0.741 g, 3.88 mmol), N-methyl morpholine (0.815 g, 0.88 mmol) in DCM (20 mL) to provide the title compound (0.9 g). Reactants: CNCCO (2-(Methylamino)-ethanol), S1C=C(C=C1)C=O (3-thiophenecarboxaldehyde), [BH3-]C#N.[Na+] (NaCNBH3). Solvent: CC(=O)O (AcOH), CO (MeOH). Run at time 18 hour. Product: CN(CCO)CC1=CSC=C1 (2-[Methyl(3-thienylmethyl)amino]ethanol). Yield: 94.4%. RXN SMILES: [CH3:1][NH:2][CH2:3][CH2:4][OH:5].[S:6]1[CH:10]=[CH:9][C:8]([CH:11]=O)=[CH:7]1.[BH3-]C#N.[Na+]>CO.CC(O)=O>[CH3:1][N:2]([CH2:11][C:8]1[CH:9]=[CH:10][S:6][CH:7]=1)[CH2:3][CH2:4][OH:5] |f:2.3|. Reported procedure: 2-(Methylamino)-ethanol (0.047 mol, 3.5 g) and 3-thiophenecarboxaldehyde (0.047 mol, 5.3 g) were dissolved in 50 mL of MeOH and 10 mL of AcOH. NaCNBH3 (0.023 mol, 1.5 g) was added portionwise, and the resulting mixture was stirred for 18 h. The solvent was removed in vacuo, and the residue was taken up in 1N KOH and extracted with EtOAc. The organics were dried and concentrated to give an oil which was filtered through a six inch silica gel plug using 1:1 hexanes:ethyl acetate to give 7.6 g of p...